This data is from the Open Reaction Database (ORD), a public repository of structured organic reaction records. The task is: describe an organic reaction: reactants, conditions, products, and yield Reactants: CS(C)=O, [Cu]I, Cc1cccc(I)c1, [K+], [K+], [K+], Nc1ncccc1-c1ccc(O)cc1, O=C(O)c1ccccn1, O=P([O-])([O-])[O-]. Product: Cc1cccc(Oc2ccc(-c3cccnc3N)cc2)c1. As a reaction SMILES: [CH3:42][S:43]([CH3:44])=[O:45].[Cu:40][I:41].[I:32][c:33]1[cH:34][c:35]([CH3:39])[cH:36][cH:37][cH:38]1.[K+:29].[K+:30].[K+:31].[NH2:10][c:11]1[n:12][cH:13][cH:14][cH:15][c:16]1-[c:17]1[cH:18][cH:19][c:20]([OH:23])[cH:21][cH:22]1.[OH:1][C:2]([c:3]1[n:4][cH:5][cH:6][cH:7][cH:8]1)=[O:9].[P:24]([O-:25])([O-:26])([O-:27])=[O:28]>>[NH2:10][c:11]1[n:12][cH:13][cH:14][cH:15][c:16]1-[c:17]1[cH:18][cH:19][c:20]([O:23][c:33]2[cH:34][c:35]([CH3:39])[cH:36][cH:37][cH:38]2)[cH:21][cH:22]1. Starting materials: C(=O)([O-])[O-].[Na+].[Na+] (Na2CO3), C1(=CC=CC=C1)B(O)O (phenyl boronic acid), tetrakistriphenylphosphine palladium(0), BrC=1C=C(C(=O)OC)C=CC1OC (Methyl 3-bromo-4-(methyloxy)benzoate). The solvent is COCCOC (DME). Conditions: temperature 80 celsius. Product: COC1=CC=C(C=C1C1=CC=CC=C1)C(=O)OC (Methyl 6-(methyloxy)-3-biphenylcarboxylate). RXN SMILES: Br[C:2]1[CH:3]=[C:4]([CH:9]=[CH:10][C:11]=1[O:12][CH3:13])[C:5]([O:7][CH3:8])=[O:6].C([O-])([O-])=O.[Na+].[Na+].[C:20]1(B(O)O)[CH:25]=[CH:24][CH:23]=[CH:22][CH:21]=1>COCCOC>[CH3:13][O:12][C:11]1[C:2]([C:20]2[CH:25]=[CH:24][CH:23]=[CH:22][CH:21]=2)=[CH:3][C:4]([C:5]([O:7][CH3:8])=[O:6])=[CH:9][CH:10]=1 |f:1.2.3|. Procedure details: Methyl 3-bromo-4-(methyloxy)benzoate (245 mg, 1 mmol, commercially available) was dissolved in DME: 2N Na2CO3 (2:1, 18 ml) and then phenyl boronic acid (244 mg) and tetrakistriphenylphosphine palladium(0) (58 mg) were added. The reaction was heated to 80° C. and then left to cool over the weekend. Added EtOAc and water, the organics were separated, dried and evaporated to give a black gum. Purification by flash chromatography afforded the title compound (194 mg) as a gum. δH (d6-DMSO, 400 MHz) 3... Reactants: C(C)(=O)N1C=NC=C1 (N-acetylimidazole), ClC=1C(NC(NC1CCl)=O)=O (5-chloro-6-chloromethyluracil). Run in CO (methanol). Product: Cl.ClC=1C(NC(NC1CC=1NC=CN1)=O)=O (5-chloro-6-(1-imidazolylmethyl)uracil hydrochloride). The yield is 128.1%. RXN SMILES: C([N:4]1[CH:8]=[CH:7][N:6]=[CH:5]1)(=O)C.[Cl:9][C:10]1[C:11](=[O:19])[NH:12][C:13](=[O:18])[NH:14][C:15]=1[CH2:16]Cl>CO>[ClH:9].[Cl:9][C:10]1[C:11](=[O:19])[NH:12][C:13](=[O:18])[NH:14][C:15]=1[CH2:16][C:5]1[NH:4][CH:8]=[CH:7][N:6]=1 |f:3.4|. Procedure details: To a solution of 4.3 g of N-acetylimidazole in methanol (100 ml), 5.0 g of 5-chloro-6-chloromethyluracil were added, followed by heating for 2 days under reflux. After the reaction mixture was allowed to cool down, a crystallized matter was collected by filtration and then washed with a 10% solution of hydrochloric acid in methanol, whereby 4.32 g of the title compound were obtained (yield: 64%). Starting materials: C(C)SCl (ethylsulfenyl chloride), CCOCC (ether), N1C=C(C=C1)C(=O)OC (Methyl pyrrole-3-carboxylate), stannic chloride, C(Cl)Cl (methylene chloride), CCOCC (ether). Run in C(Cl)(Cl)(Cl)Cl (carbon tetrachloride), O (Water), C(C)(=O)OCC (ethyl acetate), O (water). Run at time 2 hour. Yields the product C(C)C1=CC(=CN1)C(=S)OC (Methyl 5-Ethylthiopyrrole-3-carboxylate). Reaction SMILES: [NH:1]1[CH:5]=[CH:4][C:3]([C:6]([O:8][CH3:9])=O)=[CH:2]1.C(Cl)Cl.C([S:15]Cl)C.CCO[CH2:20][CH3:21]>C(Cl)(Cl)(Cl)Cl.O.C(OCC)(=O)C>[CH2:20]([C:5]1[NH:1][CH:2]=[C:3]([C:6]([O:8][CH3:9])=[S:15])[CH:4]=1)[CH3:21]. Procedure: Methyl pyrrole-3-carboxylate (1 g., 8 mmoles) was dissolved in 10 ml. of methylene chloride and stirred under nitrogen. A solution of ethylsulfenyl chloride in carbon tetrachloride as prepared above (estimated 10 mmoles) was added, followed by stannic chloride (2.3 ml., 20 mmoles). The reaction mixture was stirred at room temperature for 2 hours. A precipitate formed. A mixture of ice and water (approximately 10 ml.) and ethyl acetate (20 ml.) was added to the reaction mixture, which was then ad... The reactants are Cl.ClC=1C=C(C(=CC1)C1=CC=CC=C1)S(=O)(=O)N[C@@H](C(=O)O)CCCN (2-(2R)-(4-chlorobiphenylsulfonylamino)-5-amino-pentanoic acid hydrochloride), C(C=1C(C=O)=CC=CC1)=O (phthalaldehyde). Run in C(C)(=O)O (acetic acid). Reaction conditions: temperature 100 celsius, time 3 hour. The product is ClC=1C=C(C(=CC1)C1=CC=CC=C1)S(=O)(=O)N[C@@H](C(=O)O)CCCN1C(C2=CC=CC=C2C1)=O (2-(2R)-(4-Chlorobiphenylsulfonylamino)-5-(1-oxo-1,3-dihydro-isoindol-2-yl)pentanoic acid). RXN SMILES: Cl.[Cl:2][C:3]1[CH:4]=[C:5]([S:15]([NH:18][C@H:19]([CH2:23][CH2:24][CH2:25][NH2:26])[C:20]([OH:22])=[O:21])(=[O:17])=[O:16])[C:6]([C:9]2[CH:14]=[CH:13][CH:12]=[CH:11][CH:10]=2)=[CH:7][CH:8]=1.[CH:27](=O)[C:28]1[C:29](=[CH:32][CH:33]=[CH:34][CH:35]=1)[CH:30]=[O:31]>C(O)(=O)C>[Cl:2][C:3]1[CH:4]=[C:5]([S:15]([NH:18][C@H:19]([CH2:23][CH2:24][CH2:25][N:26]2[CH2:27][C:28]3[C:29](=[CH:32][CH:33]=[CH:34][CH:35]=3)[C:30]2=[O:31])[C:20]([OH:22])=[O:21])(=[O:17])=[O:16])[C:6]([C:9]2[CH:14]=[CH:13][CH:12]=[CH:11][CH:10]=2)=[CH:7][CH:8]=1 |f:0.1|. Reported procedure: 0.32 g (0.76 mmol) of 2-(2R)-(4-chlorobiphenylsulfonylamino)-5-amino-pentanoic acid hydrochloride is dissolved in 30 ml of glacial acetic acid with 0.186 g (1.35 mmol) of phthalaldehyde and stirred at 100° C. for 3 hours. The solution is cooled to 0° C., and the precipitate which is deposited is filtered off with suction and chromatographed on a silica gel column (eluent: ethyl acetate/petroleum ether/glacial acetic acid 10/10/2). Reactants: NC=1C=C(C(=C(C1)CO)F)F ((5-amino-2,3-difluorophenyl)methanol), S(=O)(Cl)Cl (thionylchloride), C([O-])(O)=O.[Na+] (sodium bicarbonate). Solvent: C(Cl)Cl (DCM), CN1CCCC1=O (NMP). Reaction conditions: time 2 hour. The product is ClCC=1C=C(N)C=C(C1F)F (3-(chloromethyl)-4,5-difluoroaniline). Reaction SMILES: [NH2:1][C:2]1[CH:3]=[C:4]([F:11])[C:5]([F:10])=[C:6]([CH2:8]O)[CH:7]=1.S(Cl)([Cl:14])=O.C(=O)(O)[O-].[Na+]>C(Cl)Cl.CN1C(=O)CCC1>[Cl:14][CH2:8][C:6]1[CH:7]=[C:2]([CH:3]=[C:4]([F:11])[C:5]=1[F:10])[NH2:1] |f:2.3|. Procedure: To a stirring solution of (5-amino-2,3-difluorophenyl)methanol (4.13 g; 25.9 mmol) in DCM (78 mL) and NMP (11 mL) at RT was added dropwise thionylchloride (4.7 mL; 64.9 mmol). The mixture was allowed to react at RT overnight. Then, the mixture was poured into aqueous sodium bicarbonate solution/saturated aqueous sodium chloride solution/ice. The batch was stirred for 2 hours before it was extracted with ethyl acetate (2×). The combined organic phases were filtered using a Whatman filter and conc... The reactants are CC1=C(C=2NC(=CC2S1)C(=O)O)N(S(=O)(=O)C=1SC=CC1)C (2-methyl-3-[methyl(2-thienylsulfonyl)amino]-4H-thieno[3,2-b]pyrrole-5-carboxylic acid), NCC1(CCN(CC1)C(=O)OC(C)(C)C)SCC1=CC=CC=C1 (tert-butyl 4-(aminomethyl)-4-(benzylthio)piperidine-1-carboxylate), N1(N=NC2=C1C=CC=C2)O (1H-1,2,3-benzotriazol-1-ol), Cl.CN(CCCN=C=NCC)C (N-[3-(dimethylamino)propyl]-N′-ethylcarbodiimide hydrochloride), FC(S(=O)(=O)OS(=O)(=O)C(F)(F)F)(F)F (trifluoromethanesulfonic anhydride), C(O)([O-])=O.[Na+] (sodium hydrogen carbonate), C1(=CC=CC=C1)P(C1=CC=CC=C1)(C1=CC=CC=C1)=O (triphenylphosphine oxide). The solvent is C(C)#N (acetonitrile), C(C)#N (acetonitrile), O1CCCC1 (tetrahydrofuran). Reaction conditions: time 30 minute. The product is C(C1=CC=CC=C1)SC1(CCNCC1)CNC(=O)C1=CC2=C(N1)C(=C(S2)C)N(S(=O)(=O)C=2SC=CC2)C (N-{[4-(benzylthio)piperidin-4-yl]methyl}-2-methyl-3-[methyl(2-thienylsulfonyl)amino]-4H-thieno[3,2-b]pyrrole-5-carboxamide). Isolated yield 63.9%. As a reaction SMILES: [CH3:1][C:2]1[S:9][C:8]2[CH:7]=[C:6]([C:10](O)=[O:11])[NH:5][C:4]=2[C:3]=1[N:13]([CH3:22])[S:14]([C:17]1[S:18][CH:19]=[CH:20][CH:21]=1)(=[O:16])=[O:15].[NH2:23][CH2:24][C:25]1([S:38][CH2:39][C:40]2[CH:45]=[CH:44][CH:43]=[CH:42][CH:41]=2)[CH2:30][CH2:29][N:28](C(OC(C)(C)C)=O)[CH2:27][CH2:26]1.N1(O)C2C=CC=CC=2N=N1.Cl.CN(C)CCCN=C=NCC.C(=O)([O-])O.[Na+].C1(P(=O)(C2C=CC=CC=2)C2C=CC=CC=2)C=CC=CC=1.FC(F)(F)S(OS(C(F)(F)F)(=O)=O)(=O)=O>C(#N)C.O1CCCC1>[CH2:39]([S:38][C:25]1([CH2:24][NH:23][C:10]([C:6]2[NH:5][C:4]3[C:3]([N:13]([CH3:22])[S:14]([C:17]4[S:18][CH:19]=[CH:20][CH:21]=4)(=[O:16])=[O:15])=[C:2]([CH3:1])[S:9][C:8]=3[CH:7]=2)=[O:11])[CH2:30][CH2:29][NH:28][CH2:27][CH2:26]1)[C:40]1[CH:41]=[CH:42][CH:43]=[CH:44][CH:45]=1 |f:3.4,5.6|. Procedure: To a mixture of 2-methyl-3-[methyl(2-thienylsulfonyl)amino]-4H-thieno[3,2-b]pyrrole-5-carboxylic acid (1.0 g), tert-butyl 4-(aminomethyl)-4-(benzylthio)piperidine-1-carboxylate (944 mg), 1H-1,2,3-benzotriazol-1-ol (0.6 g), tetrahydrofuran (20 mL) and acetonitrile (20 mL) was added N-[3-(dimethylamino)propyl]-N′-ethylcarbodiimide hydrochloride (0.8 g), and the mixture was stirred at room temperature for 30 min. Saturated aqueous sodium hydrogen carbonate solution was added to the reaction mixture... The reactants are BrC1=C2C=CC(=NC2=CC=C1)Cl (5-bromo-2-chloroquinoline), CC1=CC=C(O1)CN (5-methyl-2-furanmethanamine), COCCN (2-methoxy-ethylamine). The product is COCCNC=1C=2C=CC(=NC2C=CC1)NCC=1OC(=CC1)C (N5-(2-Methoxy-ethyl)-N2-(5-methyl-furan-2-ylmethyl)-quinoline-2,5-diamine). RXN SMILES: Br[C:2]1[CH:11]=[CH:10][CH:9]=[C:8]2[C:3]=1[CH:4]=[CH:5][C:6](Cl)=[N:7]2.[CH3:13][C:14]1[O:18][C:17]([CH2:19][NH2:20])=[CH:16][CH:15]=1.[CH3:21][O:22][CH2:23][CH2:24][NH2:25]>>[CH3:21][O:22][CH2:23][CH2:24][NH:25][C:2]1[C:3]2[CH:4]=[CH:5][C:6]([NH:20][CH2:19][C:17]3[O:18][C:14]([CH3:13])=[CH:15][CH:16]=3)=[N:7][C:8]=2[CH:9]=[CH:10][CH:11]=1. Reported procedure: The title compound, MS: m/e=312.3 (M+H+), was prepared in accordance with the general method of example 3 from 5-bromo-2-chloroquinoline, 5-methyl-2-furanmethanamine and 2-methoxy-ethylamine.